Dataset: the Open Reaction Database (ORD), a public repository of structured organic reaction records. Task: describe an organic reaction: reactants, conditions, products, and yield The reactants are [OH-].[Li+] (lithium hydroxide), COC(C1=CC(=CC=C1)NC1=CC(=CC=C1)COC1=C(C(=C(C=C1)C(C)=O)O)CCC)=O (3-[3-(4-acetyl-3-hydroxy-2-propyl-phenoxymethyl)-phenylamino]-benzoic acid methyl ester), Cl (hydrochloric acid). Solvent: C(C)(C)O (isopropanol). Run at temperature 80 celsius, time 1 hour. Product: C(C)(=O)C1=C(C(=C(OCC=2C=C(C=CC2)NC=2C=C(C(=O)O)C=CC2)C=C1)CCC)O (3-[3-(4-acetyl-3-hydroxy-2-propyl-phenoxymethyl)-phenylamino]-benzoic acid). The yield is 73.8%. Reaction SMILES: [OH-].[Li+].C[O:4][C:5](=[O:34])[C:6]1[CH:11]=[CH:10][CH:9]=[C:8]([NH:12][C:13]2[CH:18]=[CH:17][CH:16]=[C:15]([CH2:19][O:20][C:21]3[CH:26]=[CH:25][C:24]([C:27](=[O:29])[CH3:28])=[C:23]([OH:30])[C:22]=3[CH2:31][CH2:32][CH3:33])[CH:14]=2)[CH:7]=1.Cl>C(O)(C)C>[C:27]([C:24]1[CH:25]=[CH:26][C:21]([O:20][CH2:19][C:15]2[CH:14]=[C:13]([NH:12][C:8]3[CH:7]=[C:6]([CH:11]=[CH:10][CH:9]=3)[C:5]([OH:34])=[O:4])[CH:18]=[CH:17][CH:16]=2)=[C:22]([CH2:31][CH2:32][CH3:33])[C:23]=1[OH:30])(=[O:29])[CH3:28] |f:0.1|. Reported procedure: Add 1M aqueous lithium hydroxide (3.23 mL, 3.23 mmol) to a solution of 3-[3-(4-acetyl-3-hydroxy-2-propyl-phenoxymethyl)-phenylamino]-benzoic acid methyl ester (280 mg, 0.646 mmol) in isopropanol (25 mL) and stir. Heat to 80° C. After 1 hour, pour reaction into 1N aqueous hydrochloric acid (50 mL) and extract with ethyl acetate. Combine organic layers, dry with sodium sulfate, filter and concentrate to dryness. Purify the resulting residue by trituration (ether:hexanes) to yield the title compoun... The reactants are CI (methyl iodide), solid, C(O)([O-])=O.[Na+] (sodium hydrogen carbonate), C(C)(C)(C)OC(=O)N[C@H](CNC1=C2C=CC=C(C2=CC=C1)C(=O)OC)CSC(C1=CC=CC=C1)(C1=CC=CC=C1)C1=CC=CC=C1 (methyl 5-(2(R)-tert-butoxycarbonylamino-3-(triphenylmethylthio)-propylamino)-1-naphthoate), ice. The solvent is CN(C=O)C (dimethyl-formamide). Conditions: temperature 20 celsius, time 20 hour. Product: C(C)(C)(C)OC(=O)N[C@H](CN(C)C1=C2C=CC=C(C2=CC=C1)C(=O)OC)CSC(C1=CC=CC=C1)(C1=CC=CC=C1)C1=CC=CC=C1 (methyl 5-(2(R)-tert-butoxycarbonylamino-3-(triphenylmethylthio)propyl-N-methylamino)-1-naphthoate). RXN SMILES: CI.[C:3](=O)([O-])O.[Na+].[C:8]([O:12][C:13]([NH:15][C@@H:16]([CH2:33][S:34][C:35]([C:48]1[CH:53]=[CH:52][CH:51]=[CH:50][CH:49]=1)([C:42]1[CH:47]=[CH:46][CH:45]=[CH:44][CH:43]=1)[C:36]1[CH:41]=[CH:40][CH:39]=[CH:38][CH:37]=1)[CH2:17][NH:18][C:19]1[CH:28]=[CH:27][CH:26]=[C:25]2[C:20]=1[CH:21]=[CH:22][CH:23]=[C:24]2[C:29]([O:31][CH3:32])=[O:30])=[O:14])([CH3:11])([CH3:10])[CH3:9]>CN(C)C=O>[C:8]([O:12][C:13]([NH:15][C@@H:16]([CH2:33][S:34][C:35]([C:36]1[CH:37]=[CH:38][CH:39]=[CH:40][CH:41]=1)([C:42]1[CH:47]=[CH:46][CH:45]=[CH:44][CH:43]=1)[C:48]1[CH:53]=[CH:52][CH:51]=[CH:50][CH:49]=1)[CH2:17][N:18]([C:19]1[CH:28]=[CH:27][CH:26]=[C:25]2[C:20]=1[CH:21]=[CH:22][CH:23]=[C:24]2[C:29]([O:31][CH3:32])=[O:30])[CH3:3])=[O:14])([CH3:11])([CH3:9])[CH3:10] |f:1.2|. Reported procedure: 3.6 cm3 of methyl iodide and 7 g of solid sodium hydrogen carbonate are added, with stirring, to a solution of 1.5 g of methyl 5-(2(R)-tert-butoxycarbonylamino-3-(triphenylmethylthio)-propylamino)-1-naphthoate in 25 cm3 of dimethyl-formamide. The reaction mixture is stirred for 20 hours at a temperature in the region of 20° C. and then poured onto 200 cm3 of ice. The aqueous phase is extracted 3 times with 150 cm3 of ethyl acetate. The organic phases are combined, dried over magnesium sulphate, ... Reaction SMILES: [CH3:1][C:2]1[CH:7]=[CH:6][C:5]([S:8][CH3:9])=[CH:4][C:3]=1[C:10]1[CH:19]=[C:18]([C:20]([O:22]C)=[O:21])[CH:17]=[CH:16][C:11]=1[C:12]([O:14]C)=[O:13].[OH-].[Na+]>CO>[CH3:1][C:2]1[CH:7]=[CH:6][C:5]([S:8][CH3:9])=[CH:4][C:3]=1[C:10]1[CH:19]=[C:18]([C:20]([OH:22])=[O:21])[CH:17]=[CH:16][C:11]=1[C:12]([OH:14])=[O:13] |f:1.2|. Procedure: Dimethyl 2-thioanisylterepthalate (3.92 g) was suspended in methanol (45.9 ml), 5M NaOH (13.5 ml) was added. The reaction mixture was heated at reflux for 1.5 hours. The methanol was removed under reduced pressure. The residues was treated with ethyl acetate and water and the layers separated. The aqueous layer was washed once with ethyl acetate. The aqueous layer was then acidified with 2N HCl and extracted three times with ethyl acetate. These combined organic extracts were then dried over MgS... Yields the product CC1=C(C=C(C=C1)SC)C1=C(C(=O)O)C=CC(=C1)C(=O)O (2-thioanisylterepthalic acid). The yield is 76.7%. Starting materials: CC1=C(C=C(C=C1)SC)C1=C(C(=O)OC)C=CC(=C1)C(=O)OC (Dimethyl 2-thioanisylterepthalate), [OH-].[Na+] (NaOH). Solvent: CO (methanol). The reactants are FC1(C2OC2CCC1)F (2,2-difluoro-7-oxabicyclo[4.1.0]heptane), [F-].[Na+] (sodium flouride), C1(=CC=CC=C1)[C@@H](C)N ((1R)-1-phenylethanamine), C[Al](C)C (trimethylaluminum). Run in ClCCl (dichloromethane), ClCCl (dichloromethane). Reaction conditions: temperature 0 celsius, time 1 hour. Product: FC1([C@@H]([C@H](CCC1)N[C@H](C)C1=CC=CC=C1)O)F ((1R,6S)-2,2-difluoro-6-{[(1R)-1-phenylethyl]amino}cyclohexanol). The yield is 29.0%. Reaction SMILES: [C:1]1([C@H:7]([NH2:9])[CH3:8])[CH:6]=[CH:5][CH:4]=[CH:3][CH:2]=1.C[Al](C)C.[F:14][C:15]1([F:22])[CH2:21][CH2:20][CH2:19][CH:18]2[CH:16]1[O:17]2.[F-].[Na+]>ClCCl>[F:14][C:15]1([F:22])[CH2:21][CH2:20][CH2:19][C@H:18]([NH:9][C@@H:7]([C:1]2[CH:6]=[CH:5][CH:4]=[CH:3][CH:2]=2)[CH3:8])[C@H:16]1[OH:17] |f:3.4|. Procedure: A solution of (1R)-1-phenylethanamine (22, 72 mL, 0.57 mol) in dichloromethane (200 mL) was cooled to 0° C. and treated with trimethylaluminum (260 mL, 0.52 mol) and the resulting solution was stirred for 1 hour at 0° C. To this solution was added a solution of 2,2-difluoro-7-oxabicyclo[4.1.0]heptane (66 g, 0.49 mol) in dichloromethane (200 mL) and the resulting mixture stirred at 0° C. for 3 hours. The reaction was then warmed to ambient temperature for 16 hours. The reaction was cooled to 0° C... Starting materials: FC(F)(F)c1nnc2ccc(N3CC4CNCC4C3)nn12, Cc1ccccc1, O=C=Nc1ccc(F)cc1. Product: O=C(Nc1ccc(F)cc1)N1CC2CN(c3ccc4nnc(C(F)(F)F)n4n3)CC2C1. Reaction SMILES: [CH2:11]1[N:12]([c:19]2[cH:20][cH:21][c:22]3[n:23]([n:24]2)[c:25]([C:28]([F:29])([F:30])[F:31])[n:26][n:27]3)[CH2:13][CH:14]2[CH:15]1[CH2:16][NH:17][CH2:18]2.[CH3:32][c:33]1[cH:34][cH:35][cH:36][cH:37][cH:38]1.[F:1][c:2]1[cH:3][cH:4][c:5]([N:8]=[C:9]=[O:10])[cH:6][cH:7]1>>[F:1][c:2]1[cH:3][cH:4][c:5]([NH:8][C:9](=[O:10])[N:17]2[CH2:16][CH:15]3[CH2:11][N:12]([c:19]4[cH:20][cH:21][c:22]5[n:23]([n:24]4)[c:25]([C:28]([F:29])([F:30])[F:31])[n:26][n:27]5)[CH2:13][CH:14]3[CH2:18]2)[cH:6][cH:7]1. The reactants are ClCCl, OCc1cnc(Cl)c(Cl)c1, [Na+], O=C([O-])O, O. Product: O=Cc1cnc(Cl)c(Cl)c1. As a reaction SMILES: [Cl:17][CH2:18][Cl:19].[Cl:1][c:2]1[cH:3][c:4]([CH2:9][OH:10])[cH:5][n:6][c:7]1[Cl:8].[Na+:15].[O-:11][C:12]([OH:13])=[O:14].[OH2:16]>>[Cl:1][c:2]1[cH:3][c:4]([CH:9]=[O:10])[cH:5][n:6][c:7]1[Cl:8]. Reactants: ClC1=NN(C=C1C(=O)O)C=1C=NC=CC1 (3-chloro-1-(pyridin-3-yl)-1H-pyrazole-4-carboxylic acid). Reagents/catalysts: [Cu-]=O (copper (I) oxide). Solvent: CN(C(C)=O)C (N,N-dimethylacetamide). Reaction conditions: temperature 125 celsius. Product: ClC1=NN(C=C1)C=1C=NC=CC1 (3-(3-chloro-1H-pyrazol-1-yl)pyridine). RXN SMILES: [Cl:1][C:2]1[C:6](C(O)=O)=[CH:5][N:4]([C:10]2[CH:11]=[N:12][CH:13]=[CH:14][CH:15]=2)[N:3]=1>[Cu-]=O.CN(C)C(=O)C>[Cl:1][C:2]1[CH:6]=[CH:5][N:4]([C:10]2[CH:11]=[N:12][CH:13]=[CH:14][CH:15]=2)[N:3]=1. Reported procedure: In another embodiment, 3-chloro-1-(pyridin-3-yl)-1H-pyrazole-4-carboxylic acid (4) and copper (I) oxide are mixed with N,N-dimethylacetamide and heated to about 125° C. The 3-(3-chloro-1H-pyrazol-1-yl)pyridine (5b) can be isolated and purified by standard techniques. Reactants: BrC1=NC=C(C=C1O)Cl (2-bromo-5-chloro-3-pyridinol), [OH-].[K+] (KOH), CI (CH3I). Solvent: CS(=O)C (DMSO), CS(=O)C (DMSO). Yields the product BrC1=NC=C(C=C1OC)Cl (2-bromo-5-chloro-3-methoxypyridine). As a reaction SMILES: [Br:1][C:2]1[C:7]([OH:8])=[CH:6][C:5]([Cl:9])=[CH:4][N:3]=1.[OH-].[K+].[CH3:12]I>CS(C)=O>[Br:1][C:2]1[C:7]([O:8][CH3:12])=[CH:6][C:5]([Cl:9])=[CH:4][N:3]=1 |f:1.2|. Reported procedure: To a stirred mixture of 2-bromo-5-chloro-3-pyridinol (15.66 g) and pulverized KOH (16.79 g) in DMSO (100 mL) at 55-60° C. was added dropwise a solution of CH3I (13.27 g) in DMSO (35 mL) while under nitrogen atmosphere. After the addition was complete, the reaction was maintained at 55°-60° C. for 1 h. The reaction was extracted with Et2O (3×150 mL) and the combined Et2O extracts were treated in turn with 1N NaOH (150 mL), water (150 mL), 1N HCl (150 mL), water (150 mL), and a saturated NaCl solu... Starting materials: CC1=NOC(=N1)C(Cl)(Cl)Cl (3-methyl-5-trichloromethyl-1,2,4-oxadiazole), C(C)(C)(C)OC(=O)N1[C@H]2CN[C@@H](C1)C2 ((R,R)-2-(tert-Butyloxycarbonyl)-2,5-diazabicyclo[2.2.1] heptane). Run in C1(=CC=CC=C1)C (toluene), C1(=CC=CC=C1)C (toluene). Conditions: time 3 day. Yields the product C(C)(C)(C)OC(=O)N1[C@H]2CN([C@@H](C1)C2)C2=NC(=NO2)C ((R,R)-2-(tert-Butyloxycarbonyl)-5-(3-methyl-1,2,4-oxadiazol-5-yl)-2,5-diazabicyclo[2.2.1]heptane). Yield: 50.2%. As a reaction SMILES: [CH3:1][C:2]1[N:6]=[C:5](C(Cl)(Cl)Cl)[O:4][N:3]=1.[C:11]([O:15][C:16]([N:18]1[CH2:23][C@H:22]2[CH2:24][C@@H:19]1[CH2:20][NH:21]2)=[O:17])([CH3:14])([CH3:13])[CH3:12]>C1(C)C=CC=CC=1>[C:11]([O:15][C:16]([N:18]1[CH2:23][C@H:22]2[CH2:24][C@@H:19]1[CH2:20][N:21]2[C:5]1[O:4][N:3]=[C:2]([CH3:1])[N:6]=1)=[O:17])([CH3:14])([CH3:12])[CH3:13]. Procedure: A solution of 1.06 g of 3-methyl-5-trichloromethyl-1,2,4-oxadiazole prepared by the procedure of F. Eloy, Bull. Soc. Chim. Belg., 1964, 73, 793, in 2 ml of toluene is added slowly to a solution of 1.05 g of product from Example 1 and 0.82 g of diazabicyclo[3.6.0]unodecene-5 in 1 ml of toluene. The resulting mixture is stirred at room temperature for 3 days and then concentrated in vacuo to dryness. The residue is purified by chromatography (aluminum oxide, Activity Grade 2.5; methylene chloride)...